Dataset: the Open Reaction Database (ORD), a public repository of structured organic reaction records. Task: describe an organic reaction: reactants, conditions, products, and yield Starting materials: C(C1=CC=CC=C1)OC=1C=C(C=CC1)N(CC(=O)OCC)CC (ethyl 2-((3-(benzyloxy)phenyl)(ethyl)amino)acetate). The reagents and catalysts are [Pd] (palladium-activated carbon). Solvent: CO (methanol). Run at time 12 hour. The product is C(C)N(CC(=O)OCC)C1=CC(=CC=C1)O (ethyl 2-(ethyl(3-hydroxyphenyl)amino)acetate). The yield is 52.6%. As a reaction SMILES: C([O:8][C:9]1[CH:10]=[C:11]([N:15]([CH2:22][CH3:23])[CH2:16][C:17]([O:19][CH2:20][CH3:21])=[O:18])[CH:12]=[CH:13][CH:14]=1)C1C=CC=CC=1>CO.[Pd]>[CH2:22]([N:15]([C:11]1[CH:12]=[CH:13][CH:14]=[C:9]([OH:8])[CH:10]=1)[CH2:16][C:17]([O:19][CH2:20][CH3:21])=[O:18])[CH3:23]. Procedure: To a solution of ethyl 2-((3-(benzyloxy)phenyl)(ethyl)amino)acetate (960 mg) in methanol (30 mL) was added 10% palladium-activated carbon (300 mg) and, under a hydrogen atmosphere, the mixture was stirred at room temperature for 12 hr. The reaction mixture was filtered, and the filtrate was evaporated under reduced pressure. The residue was purified by silica gel column chromatography (ethyl acetate/hexane) to give the title compound (360 mg) as a colorless oil. Reactants: [OH-].[Na+] (sodium hydroxide), FC(CC1=CC=C(C=C1)C(=O)OC)(C1=NC=CC=C1)F (methyl 4-(2,2-difluoro-2-pyridin-2-ylethyl)benzenecarboxylate), Cl (hydrochloric acid). The solvent is CO (methanol). Run at time 3 hour. The product is FC(CC1=CC=C(C=C1)C(=O)O)(C1=NC=CC=C1)F (4-(2,2-difluoro-2-pyridin-2-ylethyl)benzenecarboxylic acid). RXN SMILES: [OH-].[Na+].[F:3][C:4]([F:22])([C:16]1[CH:21]=[CH:20][CH:19]=[CH:18][N:17]=1)[CH2:5][C:6]1[CH:11]=[CH:10][C:9]([C:12]([O:14]C)=[O:13])=[CH:8][CH:7]=1.Cl>CO>[F:22][C:4]([F:3])([C:16]1[CH:21]=[CH:20][CH:19]=[CH:18][N:17]=1)[CH2:5][C:6]1[CH:7]=[CH:8][C:9]([C:12]([OH:14])=[O:13])=[CH:10][CH:11]=1 |f:0.1|. Procedure: Aqueous 4 N sodium hydroxide solution (300 μL) was added to a methanol solution (5 mL) of methyl 4-(2,2-difluoro-2-pyridin-2-ylethyl)benzenecarboxylate (90 mg) obtained in Production Example 21-2, and stirred at room temperature for 3 hours. The reaction liquid was neutralized with aqueous 1 N hydrochloric acid, and extracted with ethyl acetate. The organic layer was concentrated under reduced pressure to obtain a crude product of 4-(2,2-difluoro-2-pyridin-2-ylethyl)benzenecarboxylic acid. Next,...